The task is: describe an organic reaction: reactants, conditions, products, and yield. This data is from the Open Reaction Database (ORD), a public repository of structured organic reaction records. Reactants: CC(C)(C)OC(=O)NC1(c2ccc(B3OC(C)(C)C(C)(C)O3)cc2)CCC1, COCCOC, O=c1c(I)c(-c2ccccc2)oc2ccc(F)cc12, [Na+], [Na+], O=C([O-])[O-], c1ccc(P(c2ccccc2)(c2ccccc2)[Pd](P(c2ccccc2)(c2ccccc2)c2ccccc2)(P(c2ccccc2)(c2ccccc2)c2ccccc2)P(c2ccccc2)(c2ccccc2)c2ccccc2)cc1. Yields the product CC(C)(C)OC(=O)NC1(c2ccc(-c3c(-c4ccccc4)oc4ccc(F)cc4c3=O)cc2)CCC1. Reaction SMILES: [C:20]([CH3:21])([CH3:22])([CH3:23])[O:24][C:25]([NH:26][C:27]1([c:31]2[cH:32][cH:33][c:34]([B:37]3[O:38][C:39]([CH3:40])([CH3:41])[C:42]([CH3:43])([CH3:44])[O:45]3)[cH:35][cH:36]2)[CH2:28][CH2:29][CH2:30]1)=[O:46].[CH3:130][O:131][CH2:132][CH2:133][O:134][CH3:135].[F:1][c:2]1[cH:3][c:4]2[c:5](=[O:19])[c:6]([I:18])[c:7](-[c:12]3[cH:13][cH:14][cH:15][cH:16][cH:17]3)[o:8][c:9]2[cH:10][cH:11]1.[Na+:47].[Na+:48].[O-:49][C:50](=[O:51])[O-:52].[cH:53]1[cH:54][cH:55][c:56]([P:57]([Pd:58]([P:59]([c:60]2[cH:61][cH:62][cH:63][cH:64][cH:65]2)([c:66]2[cH:67][cH:68][cH:69][cH:70][cH:71]2)[c:72]2[cH:73][cH:74][cH:75][cH:76][cH:77]2)([P:78]([c:79]2[cH:80][cH:81][cH:82][cH:83][cH:84]2)([c:85]2[cH:86][cH:87][cH:88][cH:89][cH:90]2)[c:91]2[cH:92][cH:93][cH:94][cH:95][cH:96]2)[P:97]([c:98]2[cH:99][cH:100][cH:101][cH:102][cH:103]2)([c:104]2[cH:105][cH:106][cH:107][cH:108][cH:109]2)[c:110]2[cH:111][cH:112][cH:113][cH:114][cH:115]2)([c:116]2[cH:117][cH:118][cH:119][cH:120][cH:121]2)[c:122]2[cH:123][cH:124][cH:125][cH:126][cH:127]2)[cH:128][cH:129]1>>[F:1][c:2]1[cH:3][c:4]2[c:5](=[O:19])[c:6](-[c:34]3[cH:33][cH:32][c:31]([C:27]4([NH:26][C:25]([O:24][C:20]([CH3:21])([CH3:22])[CH3:23])=[O:46])[CH2:28][CH2:29][CH2:30]4)[cH:36][cH:35]3)[c:7](-[c:12]3[cH:13][cH:14][cH:15][cH:16][cH:17]3)[o:8][c:9]2[cH:10][cH:11]1. Reactants: ClC1=NC2=CC(=CC=C2C(=N1)Cl)OC (2,4-dichloro-7-methoxyquinazoline), C1CCOC1 (THF). Run in O (water), [OH-].[Na+] (NaOH). Reaction conditions: time 4 hour. Product: ClC1=NC2=CC(=CC=C2C(=N1)O)OC (2-chloro-7-methoxyquinazolin-4-ol). Yield: 63.0%. RXN SMILES: [Cl:1][C:2]1[N:11]=[C:10](Cl)[C:9]2[C:4](=[CH:5][C:6]([O:13][CH3:14])=[CH:7][CH:8]=2)[N:3]=1.C1C[O:18]CC1>[OH-].[Na+].O>[Cl:1][C:2]1[N:11]=[C:10]([OH:18])[C:9]2[C:4](=[CH:5][C:6]([O:13][CH3:14])=[CH:7][CH:8]=2)[N:3]=1 |f:2.3|. Reported procedure: 2,4-dichloro-7-methoxyquinazoline (500 mg, 2.183 mmol) was suspended in 2% aqueous NaOH (6 mL). THF (1 mL) was added and the reaction was stirred for 4 h. The reaction was diluted with water and the solid that remained was filtered off. The aqueous phase was diluted with 1 N HCl. The precipitate that formed was filtered, washed with water and dried to give 2-chloro-7-methoxyquinazolin-4-ol (288 mg, 63% yield). MS: MS m/z 211.1 (M++1). The reactants are Br (hydrogen bromide), C(C)(=O)SC(C(=O)N1CSC[C@H]1C(=O)OCC1=C(C=C(C=C1C)C)C)CC(C1=CC=CC=C1)=O ([4R]-3-(2-acetylthio-3-benzoylpropionyl)-4-thiazolidinecarboxylic acid, 2,4,6-trimethylbenzyl ester). Solvent: C(C)(=O)O (acetic acid), C(C)(=O)O (acetic acid). The product is C(C)(=O)SC(C(=O)N1CSC[C@H]1C(=O)O)CC(C1=CC=CC=C1)=O ([4R]-3-(2-Acetylthio-3-benzoylpropionyl)-4-thiazolidinecarboxylic acid). RXN SMILES: [C:1]([S:4][CH:5]([CH2:26][C:27](=[O:34])[C:28]1[CH:33]=[CH:32][CH:31]=[CH:30][CH:29]=1)[C:6]([N:8]1[C@H:12]([C:13]([O:15]CC2C(C)=CC(C)=CC=2C)=[O:14])[CH2:11][S:10][CH2:9]1)=[O:7])(=[O:3])[CH3:2].Br>C(O)(=O)C>[C:1]([S:4][CH:5]([CH2:26][C:27](=[O:34])[C:28]1[CH:29]=[CH:30][CH:31]=[CH:32][CH:33]=1)[C:6]([N:8]1[C@H:12]([C:13]([OH:15])=[O:14])[CH2:11][S:10][CH2:9]1)=[O:7])(=[O:3])[CH3:2]. Reported procedure: A mixture of 1.0 g. of [4R]-3-(2-acetylthio-3-benzoylpropionyl)-4-thiazolidinecarboxylic acid, 2,4,6-trimethylbenzyl ester, 10 ml. of acetic acid and 10 ml. of acetic acid saturated with hydrogen bromide gas is stirred at room temperature for 10 hours. The solvent is removed and the residue is chromatographed on a column of silica gel to give the product of the Example as a glass. Reactants: C1CCOC1, CSC1C(=O)Nc2cccc(CO[Si](C)(C)C(C)(C)C)c21, [Cl-], [NH4+], [Zn]. The product is CC(C)(C)[Si](C)(C)OCc1cccc2c1CC(=O)N2. As a reaction SMILES: [CH2:24]1[O:25][CH2:26][CH2:27][CH2:28]1.[CH3:1][S:2][CH:3]1[C:4](=[O:21])[NH:5][c:6]2[cH:7][cH:8][cH:9][c:10]([CH2:12][O:13][Si:14]([CH3:15])([CH3:16])[C:17]([CH3:18])([CH3:19])[CH3:20])[c:11]21.[Cl-:22].[NH4+:23].[Zn:29]>>[CH2:3]1[C:4](=[O:21])[NH:5][c:6]2[cH:7][cH:8][cH:9][c:10]([CH2:12][O:13][Si:14]([CH3:15])([CH3:16])[C:17]([CH3:18])([CH3:19])[CH3:20])[c:11]21. Reactants: ClC1=NC(=CC2=C1C(=NN2C(C2=CC=CC=C2)(C2=CC=CC=C2)C2=CC=CC=C2)OC)Cl (4,6-dichloro-3-methoxy-1-trityl-1H-pyrazolo[4,3-c]pyridine), ClC1=NC(=CC2=C1C(=NN2C(C2=CC=CC=C2)(C2=CC=CC=C2)C2=CC=CC=C2)OC)Cl (4,6-dichloro-3-methoxy-1-trityl-1H-pyrazolo[4,3-c]pyridine), C[O-].[Na+] (sodium methoxide). The solvent is C(Cl)Cl (DCM), C1CCOC1 (THF). Run at temperature 40 celsius, time 1 hour. Yields the product ClC1=CC2=C(C(=N1)OC)C(=NN2C(C2=CC=CC=C2)(C2=CC=CC=C2)C2=CC=CC=C2)OC (6-chloro-3,4-dimethoxy-1-trityl-1H-pyrazolo[4,3-c]pyridine). The yield is 87.1%. As a reaction SMILES: Cl[C:2]1[C:7]2[C:8]([O:30][CH3:31])=[N:9][N:10]([C:11]([C:24]3[CH:29]=[CH:28][CH:27]=[CH:26][CH:25]=3)([C:18]3[CH:23]=[CH:22][CH:21]=[CH:20][CH:19]=3)[C:12]3[CH:17]=[CH:16][CH:15]=[CH:14][CH:13]=3)[C:6]=2[CH:5]=[C:4]([Cl:32])[N:3]=1.[CH3:33][O-:34].[Na+]>C1COCC1.C(Cl)Cl>[Cl:32][C:4]1[N:3]=[C:2]([O:34][CH3:33])[C:7]2[C:8]([O:30][CH3:31])=[N:9][N:10]([C:11]([C:18]3[CH:19]=[CH:20][CH:21]=[CH:22][CH:23]=3)([C:24]3[CH:29]=[CH:28][CH:27]=[CH:26][CH:25]=3)[C:12]3[CH:13]=[CH:14][CH:15]=[CH:16][CH:17]=3)[C:6]=2[CH:5]=1 |f:1.2|. Procedure details: 4,6-dichloro-3-methoxy-1-trityl-1H-pyrazolo[4,3-c]pyridine (Intermediate 37B, 100 mg, 0.217 mmol) in THF (1086 μl) was treated with sodium methoxide (4.6 N in MeOH) (51.9 μl, 0.239 mmol) and stirred @ 40° C. for 1 h. Reaction was diluted in with DCM and concentrated in vacuo on silica. Material was purified by normal phase column chromotography eluting with Hex/EtOAc (0-10%) affording 6-chloro-3,4-dimethoxy-1-trityl-1H-pyrazolo[4,3-c]pyridine (56B, 86 mg, 0.189 mmol, 87% yield) as a white foam. ... Reactants: ClCC=1C=CC(=C(C1)C=1NC(C2=C(N1)C(=NN2C)CCC)=O)OCCC (5-(5-chloromethyl-2-n-propoxyphenyl)-1-methyl-3-n-propyl-1,6-dihydro-7H-pyrazolo[4,3-d]pyrimidin-7-one), C(CO)O (ethylene glycol). Product: OCCOCC=1C=CC(=C(C1)C=1NC(C2=C(N1)C(=NN2C)CCC)=O)OCCC (5-[5-(2-Hydroxyethoxymethyl)-2-n-propoxyphenyl]-1-methyl-3-n-propyl-1,6-dihydro-7H-pyrazolo[4,3-d]pyrimidin-7-one). Procedure: This compound was prepared from 5-(5-chloromethyl-2-n-propoxyphenyl)-1-methyl-3-n-propyl-1,6-dihydro-7H-pyrazolo[4,3-d]pyrimidin-7-one and ethylene glycol following the procedure of Example 38 and was obtained as a white solid (45%), m.p. 101°-102° C. Found: C,63.13; H,6.88; N,13.98. C21H28N4O4 requires C,62.98; H,7.05; N,13.99%. Reaction SMILES: Cl[CH2:2][C:3]1[CH:4]=[CH:5][C:6]([O:23][CH2:24][CH2:25][CH3:26])=[C:7]([C:9]2[NH:10][C:11](=[O:22])[C:12]3[N:17]([CH3:18])[N:16]=[C:15]([CH2:19][CH2:20][CH3:21])[C:13]=3[N:14]=2)[CH:8]=1.[CH2:27]([OH:30])[CH2:28][OH:29]>>[OH:29][CH2:28][CH2:27][O:30][CH2:2][C:3]1[CH:4]=[CH:5][C:6]([O:23][CH2:24][CH2:25][CH3:26])=[C:7]([C:9]2[NH:10][C:11](=[O:22])[C:12]3[N:17]([CH3:18])[N:16]=[C:15]([CH2:19][CH2:20][CH3:21])[C:13]=3[N:14]=2)[CH:8]=1. Yield: 45.0%. Starting materials: NC1=NC(=C(C(=N1)N)C1=C(C(=CC=C1)Cl)Cl)COC (2,4-Diamino-5-(2,3-dichlorophenyl)-6-methoxymethypyrimidine), ClC1=C(C=CC(=C1)Cl)CC#N (2,4-dichlorophenylacetonitrile), C(C1=CC=CC=C1)OCC(=O)OCC (ethyl benzyloxyacetate). Yields the product C(C1=CC=CC=C1)OCC1=C(C(=NC(=N1)N)N)C1=C(C=C(C=C1)Cl)Cl (6-Benzyloxymethyl-2,4-diamino-5-(2,4-dichlorophenyl)pyrimidine). RXN SMILES: [NH2:1][C:2]1[N:7]=[C:6]([NH2:8])[C:5]([C:9]2[CH:14]=[CH:13][CH:12]=[C:11](Cl)[C:10]=2[Cl:16])=[C:4]([CH2:17][O:18][CH3:19])[N:3]=1.[Cl:20]C1C=C(Cl)C=CC=1CC#N.C(OCC(OCC)=O)[C:32]1[CH:37]=[CH:36][CH:35]=[CH:34][CH:33]=1>>[CH2:19]([O:18][CH2:17][C:4]1[N:3]=[C:2]([NH2:1])[N:7]=[C:6]([NH2:8])[C:5]=1[C:9]1[CH:14]=[CH:13][C:12]([Cl:20])=[CH:11][C:10]=1[Cl:16])[C:32]1[CH:37]=[CH:36][CH:35]=[CH:34][CH:33]=1. Procedure: This compound was prepared in a manner analogous to the compound of Example 16 from 2,4-dichlorophenylacetonitrile and ethyl benzyloxyacetate, 3.77 gms, mp. 171°-172° C.